From a dataset of the Open Reaction Database (ORD), a public repository of structured organic reaction records. describe an organic reaction: reactants, conditions, products, and yield Reactants: CCOC(C)=O, CCCCCC, CS(C)=O, O=c1[nH]c2ccccc2n1C1CCNCC1, Cc1ccc(S(=O)(=O)OCC2COc3ccc4c(c3O2)CC(=O)N4)cc1. Product: O=C1Cc2c(ccc3c2OC(CN2CCC(n4c(=O)[nH]c5ccccc54)CC2)CO3)N1. As a reaction SMILES: [C:43]([O:44][CH2:45][CH3:46])(=[O:47])[CH3:48].[CH3:49][CH2:50][CH2:51][CH2:52][CH2:53][CH3:54].[CH3:55][S:56]([CH3:57])=[O:58].[O:27]=[c:28]1[nH:29][c:30]2[c:31]([n:32]1[CH:33]1[CH2:34][CH2:35][NH:36][CH2:37][CH2:38]1)[cH:39][cH:40][cH:41][cH:42]2.[c:1]1([CH3:2])[cH:3][cH:4][c:5]([S:6]([O:7][CH2:11][CH:12]2[CH2:13][O:14][c:15]3[c:16]([c:17]4[c:21]([cH:22][cH:23]3)[NH:20][C:19](=[O:24])[CH2:18]4)[O:25]2)(=[O:8])=[O:9])[cH:10][cH:26]1>>[CH2:11]([CH:12]1[CH2:13][O:14][c:15]2[c:16]([c:17]3[c:21]([cH:22][cH:23]2)[NH:20][C:19](=[O:24])[CH2:18]3)[O:25]1)[N:36]1[CH2:35][CH2:34][CH:33]([n:32]2[c:28](=[O:27])[nH:29][c:30]3[c:31]2[cH:39][cH:40][cH:41][cH:42]3)[CH2:38][CH2:37]1. The reactants are C1CCOC1, C1CCOC1, CC(C)[N-]C(C)C, CN1CCCN(C)C1=O, [Cl-], Cc1ccc(C#N)cc1Cl, [Li+], [NH4+], CC(C)(CC=O)c1cccc2c1OCC2. Yields the product CC(C)(CC(O)Cc1ccc(C#N)cc1Cl)c1cccc2c1OCC2. Reaction SMILES: [CH2:36]1[O:37][CH2:38][CH2:39][CH2:40]1.[CH2:50]1[O:51][CH2:52][CH2:53][CH2:54]1.[CH3:12][CH:13]([N-:14][CH:15]([CH3:16])[CH3:17])[CH3:18].[CH3:41][N:42]1[CH2:43][CH2:44][CH2:45][N:46]([CH3:47])[C:48]1=[O:49].[Cl-:34].[Cl:1][c:2]1[c:3]([CH3:10])[cH:4][cH:5][c:6]([C:8]#[N:9])[cH:7]1.[Li+:11].[NH4+:35].[O:19]1[CH2:20][CH2:21][c:22]2[c:23]1[c:24]([C:28]([CH2:29][CH:30]=[O:31])([CH3:32])[CH3:33])[cH:25][cH:26][cH:27]2>>[Cl:1][c:2]1[c:3]([CH2:10][CH:30]([CH2:29][C:28]([c:24]2[c:23]3[c:22]([cH:27][cH:26][cH:25]2)[CH2:21][CH2:20][O:19]3)([CH3:32])[CH3:33])[OH:31])[cH:4][cH:5][c:6]([C:8]#[N:9])[cH:7]1. The reactants are [N+](=O)([O-])C1=C(C=CC=C1)OC([C@H](NC(=O)OC(C)(C)C)CCCNC(=O)OCC1=CC=CC=C1)=O (Nα -Boc-Nδ -Cbz-(R)-ornithine-o-nitrophenyl ester), Cl.C1(=CC=CC2=CC=CC=C12)[C@@H](C)N ((R)-1-(1-naphthyl)ethylamine hydrochloride). The solvent is C(Cl)Cl (CH2Cl2). The product is C(=O)(OC(C)(C)C)N[C@H](CCCNC(=O)OCC1=CC=CC=C1)C(=O)N[C@H](C)C1=CC=CC2=CC=CC=C12 ((R)-N2 -(Boc)-N5 -(Cbz)-(R)-N-[1-(1-Naphthyl)ethyl]ornithine amide). Yield: 136.2%. Reaction SMILES: [N+](C1C=CC=CC=1O[C:11](=[O:35])[C@@H:12]([CH2:21][CH2:22][CH2:23][NH:24][C:25]([O:27][CH2:28][C:29]1[CH:34]=[CH:33][CH:32]=[CH:31][CH:30]=1)=[O:26])[NH:13][C:14]([O:16][C:17]([CH3:20])([CH3:19])[CH3:18])=[O:15])([O-])=O.Cl.[C:37]1([C@H:47]([NH2:49])[CH3:48])[C:46]2[C:41](=[CH:42][CH:43]=[CH:44][CH:45]=2)[CH:40]=[CH:39][CH:38]=1>C(Cl)Cl>[C:14]([NH:13][C@@H:12]([C:11]([NH:49][C@@H:47]([C:37]1[C:46]2[C:41](=[CH:42][CH:43]=[CH:44][CH:45]=2)[CH:40]=[CH:39][CH:38]=1)[CH3:48])=[O:35])[CH2:21][CH2:22][CH2:23][NH:24][C:25]([O:27][CH2:28][C:29]1[CH:30]=[CH:31][CH:32]=[CH:33][CH:34]=1)=[O:26])([O:16][C:17]([CH3:18])([CH3:19])[CH3:20])=[O:15] |f:1.2|. Reported procedure: Prepared according to the method described in Example 4(b) above from Nα -Boc-Nδ -Cbz-(R)-ornithine-o-nitrophenyl ester (5.2 g; 10.6 mmol; see Example 4(a) above), (R)-1-(1-naphthyl)ethylamine hydrochloride (2.0 g; 11.7 mmol), and CH2Cl2 (150 mL), 48 hours reaction time. The resultant yellow solution was concentrated to afford the crude sub-title compound as a solid (7.5 g) which was used directly in the next step. The reactants are [Al+3], C1CCOC1, CCCc1ccc(CCC(=O)OCC)cc1, CCOC(C)=O, [H-], [H-], [H-], [H-], [Li+], N. Product: CCCc1ccc(CCCO)cc1. Reaction SMILES: [Al+3:2].[CH2:30]1[O:31][CH2:32][CH2:33][CH2:34]1.[CH2:7]([CH2:8][CH3:9])[c:10]1[cH:11][cH:12][c:13]([CH2:16][CH2:17][C:18](=[O:19])[O:20][CH2:21][CH3:22])[cH:14][cH:15]1.[CH3:23][CH2:24][O:25][C:26](=[O:27])[CH3:28].[H-:1].[H-:4].[H-:5].[H-:6].[Li+:3].[NH3:29]>>[CH2:7]([CH2:8][CH3:9])[c:10]1[cH:11][cH:12][c:13]([CH2:16][CH2:17][CH2:18][OH:19])[cH:14][cH:15]1. Reactants: C(CCC)[Li] (butyllithium), C(C)(C)NC(C)C (diisopropylamine), C(CCC)[Li] (butyllithium), BrC1=C(C=C(C(=C1)F)F)F (1-bromo-2,4,5-trifluorobenzene), C(C)(C)[N-]C(C)C.[Li+] (lithium diisopropylamide), C[Si](C)(C)Cl (trimethylsilyl chloride), C(C)(C)[N-]C(C)C.[Li+] (lithium diisopropylamide), FC(S(=O)(=O)OC)(F)F (methyl trifluoromethanesulfonate). Run in O1CCCC1 (tetrahydrofuran), CCOCC (ether). The product is BrC1=C(C(=C(C(=C1)F)F)[Si](C)(C)C)F (1-bromo-2,4,5-trifluoro-3-(trimethylsilyl)benzene). Yield: 88.0%. As a reaction SMILES: C([Li])CCC.C(NC(C)C)(C)C.[Br:13][C:14]1[CH:19]=[C:18]([F:20])[C:17]([F:21])=[CH:16][C:15]=1[F:22].C([N-]C(C)C)(C)C.[Li+].[CH3:31][Si:32](Cl)([CH3:34])[CH3:33].FC(F)(F)S(OC)(=O)=O>O1CCCC1.CCOCC>[Br:13][C:14]1[CH:19]=[C:18]([F:20])[C:17]([F:21])=[C:16]([Si:32]([CH3:34])([CH3:33])[CH3:31])[C:15]=1[F:22] |f:3.4|. Reported procedure: This preparation route is very expensive. The first and the second synthesis step each involve reaction with butyllithium and diisopropylamine in tetrahydrofuran at −78° C., and the third synthesis step involves reaction with butyllithium in ether, likewise at −78° C. In the first step, 1-bromo-2,4,5-trifluorobenzene is reacted first with lithium diisopropylamide and then with trimethylsilyl chloride, the resulting 1-bromo-2,4,5-trifluoro-3-(trimethylsilyl)benzene (88% yield) is once more reacte... Reactants: ice water, C(O)([O-])=O.[Na+] (sodium hydrogen carbonate), S(=O)(=O)(OC)OC (dimethyl sulfate), OC=1C(=CC2=CC(=CC=C2C1)OC)C(=O)O (3-hydroxy-7-methoxy-naphthalene-2-carboxylic acid). The solvent is CN(C=O)C (dimethylformamide). Run at temperature 90 celsius, time 10 minute. The product is OC=1C(=CC2=CC(=CC=C2C1)OC)C(=O)OC (Methyl 3-hydroxy-7-methoxy-naphthalene-2-carboxylate). As a reaction SMILES: [OH:1][C:2]1[C:3]([C:14]([OH:16])=[O:15])=[CH:4][C:5]2[C:10]([CH:11]=1)=[CH:9][CH:8]=[C:7]([O:12][CH3:13])[CH:6]=2.[C:17](=O)([O-])O.[Na+].S(OC)(OC)(=O)=O>CN(C)C=O>[OH:1][C:2]1[C:3]([C:14]([O:16][CH3:17])=[O:15])=[CH:4][C:5]2[C:10]([CH:11]=1)=[CH:9][CH:8]=[C:7]([O:12][CH3:13])[CH:6]=2 |f:1.2|. Procedure: 6.55 g of 3-hydroxy-7-methoxy-naphthalene-2-carboxylic acid were dissolved in 20 ml of dimethylformamide, treated with 5.5 g of sodium hydrogen carbonate and 4.0 ml of dimethyl sulfate and stirred at 90° C. under argon for 10 minutes. Subsequently, the reaction mixture was poured on to ice-water and extracted with ether. The combined ether phases were washed with water, dried over magnesium sulfate and concentrated. The thus-obtained residue was recrystallized from ethyl acetate/hexane. Methyl 3... Reactants: O=CC(=O)O, CCCCCC(C)=O, O=P(O)(O)O. The product is CCCCC(=CC(=O)O)C(C)=O. RXN SMILES: [C:1]([CH:2]=[O:3])(=[O:4])[OH:5].[CH3:6][C:7]([CH2:8][CH2:9][CH2:10][CH2:11][CH3:12])=[O:13].[P:14](=[O:15])([OH:16])([OH:17])[OH:18]>>[C:1]([CH:2]=[C:8]([C:7]([CH3:6])=[O:13])[CH2:9][CH2:10][CH2:11][CH3:12])(=[O:4])[OH:5].